This data is from the Open Reaction Database (ORD), a public repository of structured organic reaction records. The task is: describe an organic reaction: reactants, conditions, products, and yield Reactants: C(#N)C(C(=O)NCC(=O)OC)C(=O)C=1C2=C(N(N1)C1=CC=CC=C1)C1=CC=CC=C1C2 (N-[2-Cyano-3-(1,4-dihydro-1-phenyl-indeno[1,2-c]pyrazol-3-yl) -3-oxo-propanoyl]-glycine, methyl ester). The solvent is C(C)O (ethanol), [OH-].[K+] (KOH), C(C)O (ethanol). Conditions: time 30 minute. Product: C(#N)C(C(=O)NCC(=O)O)C(=O)C=1C2=C(N(N1)C1=CC=CC=C1)C1=CC=CC=C1C2 (N-[2-cyano-3-(1,4-dihydro 1-phenyl-indeno[1,2-c]pyrazol-3-yl)-3-oxo-propanoyl]-glycine). The yield is 73.1%. RXN SMILES: [C:1]([CH:3]([C:12]([C:14]1[C:15]2[CH2:31][C:30]3[C:25](=[CH:26][CH:27]=[CH:28][CH:29]=3)[C:16]=2[N:17]([C:19]2[CH:24]=[CH:23][CH:22]=[CH:21][CH:20]=2)[N:18]=1)=[O:13])[C:4]([NH:6][CH2:7][C:8]([O:10]C)=[O:9])=[O:5])#[N:2]>[OH-].[K+].C(O)C>[C:1]([CH:3]([C:12]([C:14]1[C:15]2[CH2:31][C:30]3[C:25](=[CH:26][CH:27]=[CH:28][CH:29]=3)[C:16]=2[N:17]([C:19]2[CH:24]=[CH:23][CH:22]=[CH:21][CH:20]=2)[N:18]=1)=[O:13])[C:4]([NH:6][CH2:7][C:8]([OH:10])=[O:9])=[O:5])#[N:2] |f:1.2|. Procedure details: N-[2-Cyano-3-(1,4-dihydro-1-phenyl-indeno[1,2-c]pyrazol-3-yl) -3-oxo-propanoyl]-glycine, methyl ester (1.7 g), is suspended in 1% KOH solution in 95% ethanol (60 ml) and heated under stirring at the reflux temperature for 30 minutes. After cooling the precipitate is filtered and washed with ethanol, then dissolved in water. The aqueous basic solution is extracted with ethyl acetate and then acidified to pH 3 with 2N HCl. The precipitate is extracted with ethyl acetate and the organic solution wa... Starting materials: O=C([O-])[O-], BrCC1CCCCC1, [K+], [K+], c1ccc2c(c1)CCC21CCNCC1, CN(C)C=O. The product is c1ccc2c(c1)CCC21CCN(CC2CCCCC2)CC1. RXN SMILES: [C:15](=[O:16])([O-:17])[O-:18].[CH:21]1([CH2:27][Br:28])[CH2:22][CH2:23][CH2:24][CH2:25][CH2:26]1.[K+:19].[K+:20].[NH:1]1[CH2:2][CH2:3][C:4]2([CH2:5][CH2:6][c:7]3[cH:8][cH:9][cH:10][cH:11][c:12]32)[CH2:13][CH2:14]1.[O:29]=[CH:30][N:31]([CH3:32])[CH3:33]>>[N:1]1([CH2:27][CH:21]2[CH2:22][CH2:23][CH2:24][CH2:25][CH2:26]2)[CH2:2][CH2:3][C:4]2([CH2:5][CH2:6][c:7]3[cH:8][cH:9][cH:10][cH:11][c:12]32)[CH2:13][CH2:14]1. The reactants are OC1=C(C=C(C=C1)C=CC(=O)OCC)OCCCOC (Ethyl 3-[4-hydroxy-3-(3-methoxypropoxy)phenyl]acrylate). Solvent: C(C)O (ethanol). The product is OC1=C(C=C(C=C1)CCC(=O)OCC)OCCCOC (Ethyl 3-[4-hydroxy-3-(3-methoxypropoxy)phenyl]propanoate). The yield is 76.4%. As a reaction SMILES: [OH:1][C:2]1[CH:7]=[CH:6][C:5]([CH:8]=[CH:9][C:10]([O:12][CH2:13][CH3:14])=[O:11])=[CH:4][C:3]=1[O:15][CH2:16][CH2:17][CH2:18][O:19][CH3:20]>C(O)C>[OH:1][C:2]1[CH:7]=[CH:6][C:5]([CH2:8][CH2:9][C:10]([O:12][CH2:13][CH3:14])=[O:11])=[CH:4][C:3]=1[O:15][CH2:16][CH2:17][CH2:18][O:19][CH3:20]. Procedure: Ethyl 3-[4-hydroxy-3-(3-methoxypropoxy)phenyl]acrylate (16 g, 57 mmol) was dissolved in ethanol (190 mL) in a Parr apparatus. Nitrogen was bubbled for 15 minutes and Pd/C 10% (0.8 g) was added. The reaction mixture was submitted to hydrogenation under H2 atmosphere (3 bars) until the end of H2 consumption. The palladium was then filtered and the solvent was evaporated under reduced pressure to yield 12.3 g (76%) of the desired product as a colorless oil. Starting materials: CCN(C(C)C)C(C)C, O=C(Cl)CCl, ClCCl, Cc1ncc(-c2ccnc(Nc3ccc(N4CCNCC4)cc3)n2)n1C(C)C. The product is Cc1ncc(-c2ccnc(Nc3ccc(N4CCN(C(=O)CCl)CC4)cc3)n2)n1C(C)C. Reaction SMILES: [CH:29]([N:30]([CH:31]([CH3:32])[CH3:33])[CH2:34][CH3:35])([CH3:36])[CH3:37].[Cl:38][CH2:39][C:40](=[O:41])[Cl:42].[Cl:43][CH2:44][Cl:45].[N:1]1([c:7]2[cH:8][cH:9][c:10]([NH:11][c:12]3[n:13][cH:14][cH:15][c:16](-[c:18]4[cH:19][n:20][c:21]([CH3:26])[n:22]4[CH:23]([CH3:24])[CH3:25])[n:17]3)[cH:27][cH:28]2)[CH2:2][CH2:3][NH:4][CH2:5][CH2:6]1>>[N:1]1([c:7]2[cH:8][cH:9][c:10]([NH:11][c:12]3[n:13][cH:14][cH:15][c:16](-[c:18]4[cH:19][n:20][c:21]([CH3:26])[n:22]4[CH:23]([CH3:24])[CH3:25])[n:17]3)[cH:27][cH:28]2)[CH2:2][CH2:3][N:4]([C:40]([CH2:39][Cl:38])=[O:41])[CH2:5][CH2:6]1.